This data is from the Open Reaction Database (ORD), a public repository of structured organic reaction records. The task is: describe an organic reaction: reactants, conditions, products, and yield Starting materials: N1CCC2(CC1)CSC1=C(O2)C2=CC=CC=C2C(C1=O)=O (spiro[naphtho[1,2-b][1,4]oxathiine-2,4′-piperidine]-5,6-dione), BrCCCC(F)(F)F (4-bromo-1,1,1-trifluorobutane). Yields the product FC(CCCN1CCC2(CC1)CSC1=C(O2)C2=CC=CC=C2C(C1=O)=O)(F)F (1′-(4,4,4-trifluorobutyl)spiro[naphtho[1,2-b][1,4]oxathiine-2,4′-piperidine]-5,6-dione). RXN SMILES: [NH:1]1[CH2:6][CH2:5][C:4]2([O:11][C:10]3[C:12]4[C:17]([C:18](=[O:21])[C:19](=[O:20])[C:9]=3[S:8][CH2:7]2)=[CH:16][CH:15]=[CH:14][CH:13]=4)[CH2:3][CH2:2]1.Br[CH2:23][CH2:24][CH2:25][C:26]([F:29])([F:28])[F:27]>>[F:27][C:26]([F:29])([F:28])[CH2:25][CH2:24][CH2:23][N:1]1[CH2:2][CH2:3][C:4]2([O:11][C:10]3[C:12]4[C:17]([C:18](=[O:21])[C:19](=[O:20])[C:9]=3[S:8][CH2:7]2)=[CH:16][CH:15]=[CH:14][CH:13]=4)[CH2:5][CH2:6]1. Procedure details: Compound 141 was synthesized using spiro[naphtho[1,2-b][1,4]oxathiine-2,4′-piperidine]-5,6-dione, 4-bromo-1,1,1-trifluorobutane and conditions outlined in procedure V. LCMS: 412 [M+H]; Rt=0.96 min. The reactants are O=C1CN(c2ccc(Oc3ccccc3)cc2OCc2ccccc2)S(=O)(=O)N1, [K], O. Product: [K], O=C1CN(c2ccc(Oc3ccccc3)cc2O)S(=O)(=O)N1. Reaction SMILES: [CH2:2]([c:3]1[cH:4][cH:5][cH:6][cH:7][cH:8]1)[O:9][c:10]1[c:11]([N:23]2[CH2:24][C:25](=[O:30])[NH:26][S:27]2(=[O:28])=[O:29])[cH:12][cH:13][c:14]([O:16][c:17]2[cH:18][cH:19][cH:20][cH:21][cH:22]2)[cH:15]1.[K:1].[OH2:31]>>[K:1].[OH:9][c:10]1[c:11]([N:23]2[CH2:24][C:25](=[O:30])[NH:26][S:27]2(=[O:28])=[O:29])[cH:12][cH:13][c:14]([O:16][c:17]2[cH:18][cH:19][cH:20][cH:21][cH:22]2)[cH:15]1.